This data is from the Open Reaction Database (ORD), a public repository of structured organic reaction records. The task is: describe an organic reaction: reactants, conditions, products, and yield The reactants are 1.2, Cl (hydrochloric acid), O=C1N(CCOC1)C1=CC=C(C=C1)NC(=O)C1N(CCC1)C(=O)OC(C)(C)C (tert-butyl 2-[4-(3-oxomorpholin-4-yl)phenyl-carbamoyl]pyrrolidine-1-carboxylate). The solvent is O1CCOCC1 (dioxane), O1CCOCC1 (dioxane). Conditions: time 12 hour. The product is Cl.O=C1N(CCOC1)C1=CC=C(C=C1)NC(=O)C1NCCC1 (N-[4-(3-oxomorpholin-4-yl)phenyl]pyrrolidine-2-carboxamide hydrochloride). Reaction SMILES: [ClH:1].[O:2]=[C:3]1[CH2:8][O:7][CH2:6][CH2:5][N:4]1[C:9]1[CH:14]=[CH:13][C:12]([NH:15][C:16]([CH:18]2[CH2:22][CH2:21][CH2:20][N:19]2C(OC(C)(C)C)=O)=[O:17])=[CH:11][CH:10]=1>O1CCOCC1>[ClH:1].[O:2]=[C:3]1[CH2:8][O:7][CH2:6][CH2:5][N:4]1[C:9]1[CH:10]=[CH:11][C:12]([NH:15][C:16]([CH:18]2[CH2:22][CH2:21][CH2:20][NH:19]2)=[O:17])=[CH:13][CH:14]=1 |f:3.4|. Procedure details: 1.2 40 ml of 4N hydrochloric acid in dioxane are added to a solution of 1.4 g (3.60 mmol) of tert-butyl 2-[4-(3-oxomorpholin-4-yl)phenyl-carbamoyl]pyrrolidine-1-carboxylate in 20 ml of dioxane, and the mixture is stirred at room temperature for 12 hours. The precipitate is subsequently filtered off with suction and washed successively with 10 ml of dioxane and 10 ml of diethyl ether and dried under reduced pressure, giving 1.1 g of N-[4-(3-oxomorpholin-4-yl)phenyl]pyrrolidine-2-carboxamide hydro... Yields the product FC1=C(C=CC(=C1)F)N(C(=O)C1=CC=2COC=3C=CC(=CC3C2S1)NCCN(C)C)C (N-(2,4-difluorophenyl)-8-(2-(dimethylamino)ethylamino)-N-methyl-4H-thieno[3,2-c]chromene-2-carboxamide). Procedure details: Following Example 70 and General Procedure C, 8-bromo-N-(2,4-difluorophenyl)-N-methyl-4H-thieno[3,2-c]chromene-2-carboxamide 160bp and N1,N1-dimethyl-1,2-ethanediamine were reacted to give 113bp. 1H NMR (400 MHz, CDCl3), δ: 7.23 (m, 1H), 6.87-6.92 (m, 2H), 6.67-6.74 (m, 2H), 6.47-6.54 (m, 2H), 4.93 (s, 2H), 3.84 (m, 2H), 3.31-3.39 (m, 5H), 2.86 (s, 6H). LCMS (ESI) m/z: 444.0 RXN SMILES: Br[C:2]1[CH:11]=[CH:10][C:9]2[O:8][CH2:7][C:6]3[CH:12]=[C:13]([C:15]([N:17]([C:19]4[CH:24]=[CH:23][C:22]([F:25])=[CH:21][C:20]=4[F:26])[CH3:18])=[O:16])[S:14][C:5]=3[C:4]=2[CH:3]=1.[CH3:27][N:28]([CH3:32])[CH2:29][CH2:30][NH2:31]>>[F:26][C:20]1[CH:21]=[C:22]([F:25])[CH:23]=[CH:24][C:19]=1[N:17]([CH3:18])[C:15]([C:13]1[S:14][C:5]2[C:4]3[CH:3]=[C:2]([NH:31][CH2:30][CH2:29][N:28]([CH3:32])[CH3:27])[CH:11]=[CH:10][C:9]=3[O:8][CH2:7][C:6]=2[CH:12]=1)=[O:16]. The reactants are BrC1=CC=2C3=C(COC2C=C1)C=C(S3)C(=O)N(C)C3=C(C=C(C=C3)F)F (8-bromo-N-(2,4-difluorophenyl)-N-methyl-4H-thieno[3,2-c]chromene-2-carboxamide), CN(CCN)C (N1,N1-dimethyl-1,2-ethanediamine). Starting materials: CCN(C(C)C)C(C)C (Hunig's base), C(C)(=O)O (acetic acid), C1(CCCC1)C[C@@H](C(=O)F)CN(OCC1=CC=CC=C1)C=O ((2R)-3-Cyclopentyl-2-({formyl[(phenylmethyl)oxy]amino}methyl)propanoyl fluoride), C1(=CC=CC=C1)COC(=O)N1N[C@@H](CC1)C(=O)O ((3S)-1-{[(phenylmethyl)oxy]carbonyl}-3-pyrazolidine carboxylic acid). Run in CC#N (MeCN), ClCCl (dichloromethane), ClCCl (DCM). Reaction conditions: time 2.5 hour. The product is C1(CCCC1)C[C@@H](C(=O)N1N(CC[C@H]1C(=O)O)C(=O)OCC1=CC=CC=C1)CN(OCC1=CC=CC=C1)C=O ((3S)-2-[(2R)-3-cyclopentyl-2-({formyl[(phenylmethyl)oxy]amino}methyl)propanoyl]-1-{[(phenylmethyl)oxy]carbonyl}-3-pyrazolidinecarboxylic acid). The yield is 62.3%. As a reaction SMILES: [CH:1]1([CH2:6][C@H:7]([CH2:11][N:12]([CH:21]=[O:22])[O:13][CH2:14][C:15]2[CH:20]=[CH:19][CH:18]=[CH:17][CH:16]=2)[C:8](F)=[O:9])[CH2:5][CH2:4][CH2:3][CH2:2]1.[C:23]1([CH2:29][O:30][C:31]([N:33]2[CH2:37][CH2:36][C@@H:35]([C:38]([OH:40])=[O:39])[NH:34]2)=[O:32])[CH:28]=[CH:27][CH:26]=[CH:25][CH:24]=1.CCN(C(C)C)C(C)C.C(O)(=O)C>ClCCl.CC#N>[CH:1]1([CH2:6][C@H:7]([CH2:11][N:12]([CH:21]=[O:22])[O:13][CH2:14][C:15]2[CH:20]=[CH:19][CH:18]=[CH:17][CH:16]=2)[C:8]([N:34]2[C@H:35]([C:38]([OH:40])=[O:39])[CH2:36][CH2:37][N:33]2[C:31]([O:30][CH2:29][C:23]2[CH:28]=[CH:27][CH:26]=[CH:25][CH:24]=2)=[O:32])=[O:9])[CH2:5][CH2:4][CH2:3][CH2:2]1. Procedure details: (2R)-3-Cyclopentyl-2-({formyl[(phenylmethyl)oxy]amino}methyl)propanoyl fluoride (4 g, 13.01 mmol) was added into the solution of (3S)-1-{[(phenylmethyl)oxy]carbonyl}-3-pyrazolidine carboxylic acid (3.58 g, 14.32 mmol) in dichloromethane (DCM) (52.9 ml), and followed by adding Hunig's base (6.80 ml, 39.0 mmol). The reaction mixture was stirred for 2.5 hrs at ambient temperature. The reaction was diluted with DCM (200 ml), and then acetic acid (9 ml) was added. The resulting solution was washed wi... Reactants: C(C1=CC=CC=C1)ON(C(OC(C)(C)C)=O)CCCCC#N (Tert-butyl benzyloxy(4-cyanobutyl)carbamate), Cl (HCl). The solvent is O1CCOCC1 (1,4-dioxane). Conditions: time 18 hour. Product: Cl.C(C1=CC=CC=C1)ON1C(CCCC1)=N (1-(benzyloxy)piperidin-2-imine hydrochloride). RXN SMILES: [CH2:1]([O:8][N:9]([CH2:17][CH2:18][CH2:19][CH2:20][C:21]#[N:22])C(=O)OC(C)(C)C)[C:2]1[CH:7]=[CH:6][CH:5]=[CH:4][CH:3]=1.[ClH:23]>O1CCOCC1>[ClH:23].[CH2:1]([O:8][N:9]1[CH2:17][CH2:18][CH2:19][CH2:20][C:21]1=[NH:22])[C:2]1[CH:3]=[CH:4][CH:5]=[CH:6][CH:7]=1 |f:3.4|. Procedure details: Tert-butyl benzyloxy(4-cyanobutyl)carbamate was dissolved in a solution of 4 M HCl in 1,4-dioxane and the mixture was stirred for 18 h at room temperature. The solvent was removed under reduced pressure and the residue was treated with ethyl acetate and diethyl ether. A solid formed which was washed with diethyl ether, filtered and dried under high vacuum to give 1-(benzyloxy)piperidin-2-imine hydrochloride as a pale yellow solid. The reactants are Cl (HCl), C1=C(OC=C(C1=O)O)CCl (Chloro-kojic Acid). Reagents/catalysts: [Zn] (Zinc). The solvent is O (water). Run at temperature 50 celsius, time 3 hour. Product: OC=1C(C=C(OC1)C)=O (5-hydroxy-2-methyl-4H-pyran-4-one). Yield: 65.4%. Reaction SMILES: [CH:1]1[C:6](=[O:7])[C:5]([OH:8])=[CH:4][O:3][C:2]=1[CH2:9]Cl.Cl>[Zn].O>[OH:8][C:5]1[C:6](=[O:7])[CH:1]=[C:2]([CH3:9])[O:3][CH:4]=1. Procedure: Chloro-kojic Acid (20.0 g; 125 mmol)—an inhibitor of tyrosinase with an EC50 of 6.8 μM—was added in portions to HPLC grade water (60 mL) and heated with an oil bath to ˜50° C. Zinc dust (16.2 grams) was carefully added in portions (5 min). An addition funnel was then attached. The reaction temperature was then increased to ˜70° C. and concentrated HCl (37 mL) was added drop-wise over 60 min; the reaction was vigorously stirred for an additional 3 hours. Next, excess zinc was removed via hot Büch...